This data is from the Open Reaction Database (ORD), a public repository of structured organic reaction records. The task is: describe an organic reaction: reactants, conditions, products, and yield Reactants: N#Cc1ccc(F)c2ccccc12, C1=CCNCC1, N#Cc1ccc(N2CCC(O)(c3ccccc3)CC2)c2ccccc12. The product is N#Cc1ccc(N2CC=CCC2)c2ccccc12. RXN SMILES: [C:26]([c:27]1[c:28]2[c:29]([cH:30][cH:31][cH:32][cH:33]2)[c:34]([F:35])[cH:36][cH:37]1)#[N:38].[CH2:39]1[NH:40][CH2:41][CH:42]=[CH:43][CH2:44]1.[OH:1][C:2]1([c:20]2[cH:21][cH:22][cH:23][cH:24][cH:25]2)[CH2:3][CH2:4][N:5]([c:8]2[cH:9][cH:10][c:11]([C:18]#[N:19])[c:12]3[cH:13][cH:14][cH:15][cH:16][c:17]23)[CH2:6][CH2:7]1>>[CH:2]1=[CH:3][CH2:4][N:5]([c:8]2[cH:9][cH:10][c:11]([C:18]#[N:19])[c:12]3[cH:13][cH:14][cH:15][cH:16][c:17]23)[CH2:6][CH2:7]1.